From a dataset of the Open Reaction Database (ORD), a public repository of structured organic reaction records. describe an organic reaction: reactants, conditions, products, and yield Starting materials: CCOC(=O)C(C)Br, [H-], Nc1ncnc2[nH]cc(-c3ccc(Oc4ccccc4)cc3)c12, [Na+], CN(C)C=O. Product: CCOC(=O)C(C)n1cc(-c2ccc(Oc3ccccc3)cc2)c2c(N)ncnc21. RXN SMILES: [Br:26][CH:27]([C:28](=[O:29])[O:30][CH2:31][CH3:32])[CH3:33].[H-:1].[NH2:3][c:4]1[c:5]2[c:6]([n:7][cH:8][n:9]1)[nH:10][cH:11][c:12]2-[c:13]1[cH:14][cH:15][c:16]([O:19][c:20]2[cH:21][cH:22][cH:23][cH:24][cH:25]2)[cH:17][cH:18]1.[Na+:2].[O:34]=[CH:35][N:36]([CH3:37])[CH3:38]>>[NH2:3][c:4]1[c:5]2[c:6]([n:7][cH:8][n:9]1)[n:10]([CH:27]([C:28](=[O:29])[O:30][CH2:31][CH3:32])[CH3:33])[cH:11][c:12]2-[c:13]1[cH:14][cH:15][c:16]([O:19][c:20]2[cH:21][cH:22][cH:23][cH:24][cH:25]2)[cH:17][cH:18]1. Run in O (Water). Reactants: ClCC=1N=C(OC1C)C1=CC=C(C=C1)CC(=O)OCC (ethyl [4-(4-chloromethyl-5-methyl-1,3-oxazol-2-yl)phenyl]acetate), OC1=NOC(=C1)C(=O)OC (methyl 3-hydroxyisoxazole-5-carboxylate), C([O-])([O-])=O.[K+].[K+] (potassium carbonate), CN(C=O)C (N,N-dimethylformamide). The yield is 74.1%. The product is C(C)OC(CC1=CC=C(C=C1)C=1OC(=C(N1)COC1=NOC(=C1)C(=O)OC)C)=O (methyl 3-({2-[4-(2-ethoxy-2-oxoethyl)phenyl]-5-methyl-1,3-oxazol-4-yl}methoxy)isoxazole-5-carboxylate). Reaction SMILES: Cl[CH2:2][C:3]1[N:4]=[C:5]([C:9]2[CH:14]=[CH:13][C:12]([CH2:15][C:16]([O:18][CH2:19][CH3:20])=[O:17])=[CH:11][CH:10]=2)[O:6][C:7]=1[CH3:8].[OH:21][C:22]1[CH:26]=[C:25]([C:27]([O:29][CH3:30])=[O:28])[O:24][N:23]=1.C(=O)([O-])[O-].[K+].[K+].CN(C)C=O>O>[CH2:19]([O:18][C:16](=[O:17])[CH2:15][C:12]1[CH:13]=[CH:14][C:9]([C:5]2[O:6][C:7]([CH3:8])=[C:3]([CH2:2][O:21][C:22]3[CH:26]=[C:25]([C:27]([O:29][CH3:30])=[O:28])[O:24][N:23]=3)[N:4]=2)=[CH:10][CH:11]=1)[CH3:20] |f:2.3.4|. Procedure details: A mixture of ethyl [4-(4-chloromethyl-5-methyl-1,3-oxazol-2-yl)phenyl]acetate (2.00 g), methyl 3-hydroxyisoxazole-5-carboxylate (0.974 g), anhydrous potassium carbonate (0.941 g) and N,N-dimethylformamide (40 mL) was stirred at 90° C. for 2 hrs. Water was poured into the reaction mixture, and the mixture was extracted with ethyl acetate. The organic layer was dried over anhydrous magnesium sulfate and filtered through silica gel. The filtrate was concentrated to give methyl 3-({2-[4-(2-ethoxy-2-... Run at temperature 90 celsius, time 2 hour. Starting materials: COC(=O)c1sccc1CBr, Cc1ccccc1, c1ccc(P(c2ccccc2)c2ccccc2)cc1. Yields the product [Br-], COC(=O)c1sccc1C[P+](c1ccccc1)(c1ccccc1)c1ccccc1. As a reaction SMILES: [Br:1][CH2:2][c:3]1[c:4]([C:8](=[O:9])[O:10][CH3:11])[s:5][cH:6][cH:7]1.[CH3:31][c:32]1[cH:33][cH:34][cH:35][cH:36][cH:37]1.[c:12]1([P:18]([c:19]2[cH:20][cH:21][cH:22][cH:23][cH:24]2)[c:25]2[cH:26][cH:27][cH:28][cH:29][cH:30]2)[cH:13][cH:14][cH:15][cH:16][cH:17]1>>[Br-:1].[CH2:2]([c:3]1[c:4]([C:8](=[O:9])[O:10][CH3:11])[s:5][cH:6][cH:7]1)[P+:18]([c:12]1[cH:13][cH:14][cH:15][cH:16][cH:17]1)([c:19]1[cH:20][cH:21][cH:22][cH:23][cH:24]1)[c:25]1[cH:26][cH:27][cH:28][cH:29][cH:30]1. The reactants are C1(CC1)C=1C=CC(=NC1OCC1OCCC1)C(=O)NC(C(=O)O)(CC)CC (2-(5-cyclopropyl-6-((tetrahydrofuran-2-yl)methoxy)picolinamido)-2-ethylbutanoic acid), C(C)(C)(C)N (tert-butylamine). Product: C(C)(C)(C)NC(=O)C1=NC(=C(C=C1)C1CC1)OCC1OCCC1 (5-Cyclopropyl-6-(tetrahydro-furan-2-ylmethoxy)-pyridine-2-carboxylic acid tert-butylamide). RXN SMILES: [CH:1]1([C:4]2[CH:5]=[CH:6][C:7]([C:17]([NH:19][C:20]([CH2:26]C)([CH2:24]C)[C:21](O)=O)=[O:18])=[N:8][C:9]=2[O:10][CH2:11][CH:12]2[CH2:16][CH2:15][CH2:14][O:13]2)[CH2:3][CH2:2]1.C(N)(C)(C)C>>[C:20]([NH:19][C:17]([C:7]1[CH:6]=[CH:5][C:4]([CH:1]2[CH2:3][CH2:2]2)=[C:9]([O:10][CH2:11][CH:12]2[CH2:16][CH2:15][CH2:14][O:13]2)[N:8]=1)=[O:18])([CH3:26])([CH3:21])[CH3:24]. Reported procedure: The title compound was synthesized in analogy to Example 1, using 2-(5-cyclopropyl-6-((tetrahydrofuran-2-yl)methoxy)picolinamido)-2-ethylbutanoic acid (Example 166 b) and tert-butylamine (CAN 75-64-9) as starting materials. MS (EI): m/e=319.4 [M+H]+. Starting materials: C(C1=CC=CC=C1)NC=1C2=C(N=C(N1)Cl)C(=NN2)C(C)C (7-benzylamino-5-chloro-3-isopropylpyrazolo[4,3-d]pyrimidine), C(CCCCCC)N (heptyl amine), C(CCCC)O (pentanol). Product: C(C1=CC=CC=C1)NC=1C2=C(N=C(N1)NCCCCCCC)C(=NN2)C(C)C (7-benzylamino-5-heptylamino-3-isopropylpyrazolo[4,3-d]pyrimidine). Isolated yield 60.0%. As a reaction SMILES: [CH2:1]([NH:8][C:9]1[C:10]2[NH:18][N:17]=[C:16]([CH:19]([CH3:21])[CH3:20])[C:11]=2[N:12]=[C:13](Cl)[N:14]=1)[C:2]1[CH:7]=[CH:6][CH:5]=[CH:4][CH:3]=1.[CH2:22]([NH2:29])[CH2:23][CH2:24][CH2:25][CH2:26][CH2:27][CH3:28].C(O)CCCC>>[CH2:1]([NH:8][C:9]1[C:10]2[NH:18][N:17]=[C:16]([CH:19]([CH3:21])[CH3:20])[C:11]=2[N:12]=[C:13]([NH:29][CH2:22][CH2:23][CH2:24][CH2:25][CH2:26][CH2:27][CH3:28])[N:14]=1)[C:2]1[CH:7]=[CH:6][CH:5]=[CH:4][CH:3]=1. Reported procedure: The mixture 85.6 mg of 7-benzylamino-5-chloro-3-isopropylpyrazolo[4,3-d]pyrimidine XVI, 0.21 mL of heptyl amine and 1 mL of pentanol was heated at 125° C. for 12 hours. The reaction mixture was evaporated to dryness in vacuo and then chromatographed on silica gel. The mixture of chloroform/acetone/heptane (1:1:1) was used as a mobile phase. Yield=60%; white syrupy; MS (ES+): 381.0 (100%, M+H+). 1H-NMR (300 MHz, CDCl3): 0.86 t (3H, J=6.6 Hz), 1.22-1.36 m (12H), 1.56 m (2H), 1.64 m (2H), 3.12 sept...